From a dataset of the Open Reaction Database (ORD), a public repository of structured organic reaction records. describe an organic reaction: reactants, conditions, products, and yield Reactants: CCOC(=O)c1ccc(CNC(=O)c2cccc3c2cnn3-c2ccc(F)cc2)cn1, CO, N. Yields the product NC(=O)c1ccc(CNC(=O)c2cccc3c2cnn3-c2ccc(F)cc2)cn1. Reaction SMILES: [CH2:1]([O:2][C:4](=[O:5])[c:6]1[n:7][cH:8][c:9]([CH2:12][NH:13][C:14](=[O:15])[c:16]2[c:17]3[cH:18][n:19][n:20](-[c:25]4[cH:26][cH:27][c:28]([F:31])[cH:29][cH:30]4)[c:21]3[cH:22][cH:23][cH:24]2)[cH:10][cH:11]1)[CH3:3].[CH3:33][OH:34].[NH3:32]>>[C:4](=[O:5])([c:6]1[n:7][cH:8][c:9]([CH2:12][NH:13][C:14](=[O:15])[c:16]2[c:17]3[cH:18][n:19][n:20](-[c:25]4[cH:26][cH:27][c:28]([F:31])[cH:29][cH:30]4)[c:21]3[cH:22][cH:23][cH:24]2)[cH:10][cH:11]1)[NH2:32]. Starting materials: Cc1ccc(S(=O)(=O)Cl)cc1C(=O)c1ccc(Nc2ccc(F)cc2F)cc1Cl, NCCO, c1ccncc1. The product is Cc1ccc(S(=O)(=O)NCCO)cc1C(=O)c1ccc(Nc2ccc(F)cc2F)cc1Cl. Reaction SMILES: [Cl:1][c:2]1[c:3]([C:4](=[O:5])[c:6]2[cH:7][c:8]([S:13](=[O:14])(=[O:15])[Cl:16])[cH:9][cH:10][c:11]2[CH3:12])[cH:17][cH:18][c:19]([NH:21][c:22]2[c:23]([F:29])[cH:24][c:25]([F:28])[cH:26][cH:27]2)[cH:20]1.[NH2:30][CH2:31][CH2:32][OH:33].[cH:34]1[cH:35][cH:36][n:37][cH:38][cH:39]1>>[Cl:1][c:2]1[c:3]([C:4](=[O:5])[c:6]2[cH:7][c:8]([S:13](=[O:14])(=[O:15])[NH:30][CH2:31][CH2:32][OH:33])[cH:9][cH:10][c:11]2[CH3:12])[cH:17][cH:18][c:19]([NH:21][c:22]2[c:23]([F:29])[cH:24][c:25]([F:28])[cH:26][cH:27]2)[cH:20]1. Starting materials: C(C)(C)C1=C(N)C(=CC(=C1)OC(C1=CC(=CC=C1)Cl)=O)C(C)C (2,6-diisopropyl-4-(3-chlorobenzoyloxy)aniline), O (water), NC=1C(N(C2=NC=CC=C2C1C1=CC(=CC=C1)OC)CCCC)=O (3-amino-1-butyl-4-(3-methoxyphenyl)-1,2-dihydro-2-oxo-1,8-naphthyridine), C(OC1=CC=CC=C1)(=O)Cl (phenyl chlorocarbonate), O (water). Reagents/catalysts: CN(C1=CC=NC=C1)C (4-dimethylaminopyridine). The solvent is CN(C=O)C (dimethylformamide), CN(C=O)C (dimethylformamide), O1CCCC1 (tetrahydrofuran). Reaction conditions: temperature 45 celsius, time 3 hour. Product: C(CCC)N1C(C(=C(C2=CC=CN=C12)C1=CC(=CC=C1)OC)NC(=O)NC1=C(C=C(C=C1C(C)C)O)C(C)C)=O (N-[1-butyl-4-(3-methoxyphenyl)-1,2-dihydro-2-oxo-1,8-naphthyridin-3-yl]-N′-(2,6-diisopropyl-4-hydroxyphenyl)urea). The yield is 55.6%. RXN SMILES: [NH2:1][C:2]1[C:3](=[O:24])[N:4]([CH2:20][CH2:21][CH2:22][CH3:23])[C:5]2[C:10]([C:11]=1[C:12]1[CH:17]=[CH:16][CH:15]=[C:14]([O:18][CH3:19])[CH:13]=1)=[CH:9][CH:8]=[CH:7][N:6]=2.[C:25](Cl)(=O)[O:26]C1C=CC=CC=1.O.[CH:36]([C:39]1[CH:45]=[C:44]([O:46]C(=O)C2C=CC=C(Cl)C=2)[CH:43]=[C:42]([CH:56]([CH3:58])[CH3:57])[C:40]=1[NH2:41])([CH3:38])[CH3:37]>O1CCCC1.CN(C)C=O.CN(C)C1C=CN=CC=1>[CH2:20]([N:4]1[C:5]2[C:10](=[CH:9][CH:8]=[CH:7][N:6]=2)[C:11]([C:12]2[CH:17]=[CH:16][CH:15]=[C:14]([O:18][CH3:19])[CH:13]=2)=[C:2]([NH:1][C:25]([NH:41][C:40]2[C:42]([CH:56]([CH3:57])[CH3:58])=[CH:43][C:44]([OH:46])=[CH:45][C:39]=2[CH:36]([CH3:37])[CH3:38])=[O:26])[C:3]1=[O:24])[CH2:21][CH2:22][CH3:23]. Procedure details: To a solution of 3-amino-1-butyl-4-(3-methoxyphenyl)-1,2-dihydro-2-oxo-1,8-naphthyridine (2.14 g, 6.63 mmol) in tetrahydrofuran (20 ml) is added phenyl chlorocarbonate (1.66 ml, 13.2 mmol), and the mixture is stirred at 40-50° C. for 3 hours. After allowed to cool, water is added to the mixture, and the mixture is extracted with ethyl acetate. The extract is washed with a 5% aqueous brine, and dried over anhydrous magnesium sulfate, and concentrated under reduced pressure. The resulting residue ... Product: COc1cccc(CCCN2Cc3ccccc3C2=O)c1. Starting materials: COc1cccc(CCCN)c1, COC(=O)c1ccccc1CBr, CCOC(C)=O, Cc1ccccc1, CCCCCC, [K+], [K+], O=C([O-])[O-]. Reaction SMILES: [CH3:13][O:14][c:15]1[cH:16][c:17]([CH2:21][CH2:22][CH2:23][NH2:24])[cH:18][cH:19][cH:20]1.[CH3:1][O:2][C:3]([c:4]1[c:5]([CH2:10][Br:11])[cH:6][cH:7][cH:8][cH:9]1)=[O:12].[CH3:31][CH2:32][O:33][C:34](=[O:35])[CH3:36].[CH3:37][c:38]1[cH:39][cH:40][cH:41][cH:42][cH:43]1.[CH3:44][CH2:45][CH2:46][CH2:47][CH2:48][CH3:49].[K+:25].[K+:26].[O-:27][C:28]([O-:29])=[O:30]>>[C:3]1(=[O:12])[c:4]2[c:5]([cH:6][cH:7][cH:8][cH:9]2)[CH2:10][N:24]1[CH2:23][CH2:22][CH2:21][c:17]1[cH:16][c:15]([O:14][CH3:13])[cH:20][cH:19][cH:18]1. Starting materials: C(C)OC1=CC(=NC=C1)CSC1=C(C=C(C=C1)[N+](=O)[O-])C (4-ethoxy-2-[[(2-methyl-4-nitrophenyl)sulfanyl]methyl]pyridine), reduced iron. Solvent: C(C)(=O)O (acetic acid). Conditions: time 420 hour. Yields the product C(C)OC1=CC(=NC=C1)CSC1=C(C=C(N)C=C1)C (4-[[(4-ethoxy-2-pyridinyl)methyl]sulfanyl]-3-methylaniline). The yield is 79.9%. RXN SMILES: [CH2:1]([O:3][C:4]1[CH:9]=[CH:8][N:7]=[C:6]([CH2:10][S:11][C:12]2[CH:17]=[CH:16][C:15]([N+:18]([O-])=O)=[CH:14][C:13]=2[CH3:21])[CH:5]=1)[CH3:2]>C(O)(=O)C>[CH2:1]([O:3][C:4]1[CH:9]=[CH:8][N:7]=[C:6]([CH2:10][S:11][C:12]2[CH:17]=[CH:16][C:15]([NH2:18])=[CH:14][C:13]=2[CH3:21])[CH:5]=1)[CH3:2]. Procedure: 4-ethoxy-2-[[(2-methyl-4-nitrophenyl)sulfanyl]methyl]pyridine (2.5 g) was dissolved in acetic acid (25 ml), reduced iron (7.5 g) was added to the mixture, and the mixture was stirred for 420 hours at room temperature. The mixture was filtered with Celite, and washed with ethyl acetate. The solvent was removed under reduced pressure, and the obtained residue was purified by silica gel column chromatography, to give 4-[[(4-ethoxy-2-pyridinyl)methyl]sulfanyl]-3-methylaniline (1.8 g). Starting materials: CCOC(C)=O, CO, Cc1ccc(C#C[Si](C)(C)C)cc1C(=O)c1ccc(Nc2ccc(F)cc2F)cc1Cl, [K+], [K+], O=C([O-])[O-], O. The product is C#Cc1ccc(C)c(C(=O)c2ccc(Nc3ccc(F)cc3F)cc2Cl)c1. Reaction SMILES: [CH3:38][CH2:39][O:40][C:41]([CH3:42])=[O:43].[CH3:45][OH:46].[Cl:1][c:2]1[c:3]([C:17](=[O:18])[c:19]2[c:20]([CH3:31])[cH:21][cH:22][c:23]([C:25]#[C:26][Si:27]([CH3:28])([CH3:29])[CH3:30])[cH:24]2)[cH:4][cH:5][c:6]([NH:8][c:9]2[c:10]([F:16])[cH:11][c:12]([F:15])[cH:13][cH:14]2)[cH:7]1.[K+:32].[K+:33].[O-:34][C:35]([O-:36])=[O:37].[OH2:44]>>[Cl:1][c:2]1[c:3]([C:17](=[O:18])[c:19]2[c:20]([CH3:31])[cH:21][cH:22][c:23]([C:25]#[CH:26])[cH:24]2)[cH:4][cH:5][c:6]([NH:8][c:9]2[c:10]([F:16])[cH:11][c:12]([F:15])[cH:13][cH:14]2)[cH:7]1. Procedure details: A solution of 2-(2-butoxycarbonylaminoethylamino)thieno[3,2-d]pyrimidin-4-yl 2-thienylmethanone (58 mg, 0.14 mmol) in MeOH (5 mL) was treated with 4-M HCl in dioxane (0.5 mL), stirred at room temperature for 16 h and the resulting solid filtered and washed with ether to give the title compound (41 mg, 77%) as a white crystalline solid. Starting materials: C(CCC)OC(=O)NCCNC=1N=C(C2=C(N1)C=CS2)C(=O)C=2SC=CC2 (2-(2-butoxycarbonylaminoethylamino)thieno[3,2-d]pyrimidin-4-yl 2-thienylmethanone), 4-M, Cl (HCl). The solvent is CO (MeOH), O1CCOCC1 (dioxane). The product is Cl.Cl.NCCNC=1N=C(C2=C(N1)C=CS2)C(=O)C=2SC=CC2 (2-(2-Aminoethylamino)thieno[3,2-d]pyrimidin-4-yl 2-thienylmethanone dihydrochloride). Reaction SMILES: C(OC([NH:8][CH2:9][CH2:10][NH:11][C:12]1[N:13]=[C:14]([C:21]([C:23]2[S:24][CH:25]=[CH:26][CH:27]=2)=[O:22])[C:15]2[S:20][CH:19]=[CH:18][C:16]=2[N:17]=1)=O)CCC.[ClH:28]>CO.O1CCOCC1>[ClH:28].[ClH:28].[NH2:8][CH2:9][CH2:10][NH:11][C:12]1[N:13]=[C:14]([C:21]([C:23]2[S:24][CH:25]=[CH:26][CH:27]=2)=[O:22])[C:15]2[S:20][CH:19]=[CH:18][C:16]=2[N:17]=1 |f:4.5.6|. Conditions: time 16 hour. Isolated yield 77.0%. Starting materials: C(=O)(O)CN1CCOCCN(CCN(CC1)CC(=O)O)CC(=O)O (4,7,10-triscarboxymethyl-l-oxa-4,7,10-triazacyclododecane), C(=O)(O)CN1CCOCCN(CCN(CC1)CC(=O)O)CC(=O)O (4,7,10-Triscarboxymethyl-1-oxa-4,7,10-triazacyclododecane), C(C)(=O)[O-].[Gd+3].C(C)(=O)[O-].C(C)(=O)[O-] (gadolinium acetate), [Gd] (gadolinium), C(=O)(O)CN1CCOCCN(CCN(CC1)CC(=O)O)CC(=O)O (4,7,10-Triscarboxymethyl-1-oxa-4,7,10-triazacyclododecane). Conditions: temperature 88 celsius. Product: C(=O)(O)CN1CCOCCN(CCN(CC1)CC(=O)O)CC(=O)O.[Gd+3] (Gadolinium(III)(4,7,10-triscarboxymethyl-1-oxa-4,7,10-triazacyclododecane)). Reaction SMILES: [C:1]([CH2:4][N:5]1[CH2:16][CH2:15][N:14]([CH2:17][C:18]([OH:20])=[O:19])[CH2:13][CH2:12][N:11]([CH2:21][C:22]([OH:24])=[O:23])[CH2:10][CH2:9][O:8][CH2:7][CH2:6]1)([OH:3])=[O:2].C([O-])(=O)C.[Gd+3:29].C([O-])(=O)C.C([O-])(=O)C.[Gd]>>[C:1]([CH2:4][N:5]1[CH2:16][CH2:15][N:14]([CH2:17][C:18]([OH:20])=[O:19])[CH2:13][CH2:12][N:11]([CH2:21][C:22]([OH:24])=[O:23])[CH2:10][CH2:9][O:8][CH2:7][CH2:6]1)([OH:3])=[O:2].[Gd+3:29] |f:1.2.3.4,6.7|. Procedure details: Thirty mg of 4,7,10-triscarboxymethyl-1-oxa-4, 7,10-triazacyclododecane (see Example 1) was added to 0.7 ml of 100 mM gadolinium acetate. The solution was adjusted to pH 3 and heated at 88° C. for 20 minutes. A precipitate was visible when the solution was adjusted to pH 7.3. 4,7,10-Triscarboxymethyl-1-oxa-4,7,10-triazacyclododecane (16 mg) was added, the solution adjusted to pH 3 and heated at 88° C. for 20 minutes. On adjustment to pH 7.3, a slight precipitate was observed. Twenty mg of 4,7,10... Reactants: CC(C)(C)OC(=O)Nn1cc(Br)cc1C#N, C1COCCO1, CCOCC, Cl, C1COCCO1. The product is N#Cc1cc(Br)cn1N, Cl. Reaction SMILES: [Br:1][c:2]1[cH:3][c:4]([C:15]#[N:16])[n:5]([NH:7][C:8](=[O:9])[O:10][C:11]([CH3:12])([CH3:13])[CH3:14])[cH:6]1.[CH2:17]1[O:18][CH2:19][CH2:20][O:21][CH2:22]1.[CH3:30][CH2:31][O:32][CH2:33][CH3:34].[ClH:23].[O:24]1[CH2:25][CH2:26][O:27][CH2:28][CH2:29]1>>[Br:1][c:2]1[cH:3][c:4]([C:15]#[N:16])[n:5]([NH2:7])[cH:6]1.[ClH:23].